describe an organic reaction: reactants, conditions, products, and yield From a dataset of the Open Reaction Database (ORD), a public repository of structured organic reaction records. Starting materials: O=C(Cl)c1ccccc1, CCOC(=O)Cc1c(CCN)[nH]c2ccc(F)cc12, ClCCl, [Na+], [OH-]. Product: CCOC(=O)Cc1c(CCNC(=O)c2ccccc2)[nH]c2ccc(F)cc12. RXN SMILES: [C:22]([c:23]1[cH:24][cH:25][cH:26][cH:27][cH:28]1)(=[O:29])[Cl:30].[CH2:1]([CH3:2])[O:3][C:4]([CH2:5][c:6]1[c:7]([CH2:16][CH2:17][NH2:18])[nH:8][c:9]2[cH:10][cH:11][c:12]([F:15])[cH:13][c:14]12)=[O:19].[CH2:31]([Cl:32])[Cl:33].[Na+:21].[OH-:20]>>[CH2:1]([CH3:2])[O:3][C:4]([CH2:5][c:6]1[c:7]([CH2:16][CH2:17][NH:18][C:22]([c:23]2[cH:24][cH:25][cH:26][cH:27][cH:28]2)=[O:29])[nH:8][c:9]2[cH:10][cH:11][c:12]([F:15])[cH:13][c:14]12)=[O:19]. Reactants: O (water), BrC=1C(=C(C=C(C1)C)C(C)=O)O (1-(3-Bromo-2-hydroxy-5-methylphenyl)ethanone), CC(=O)C (acetone), N1CCCC1 (pyrrolidine). The solvent is C1=CC=CC=C1 (benzene). Reaction conditions: time 3 hour. Product: BrC=1C(=CC2=C(C(CC(O2)(C)C)=O)C1)C (6-Bromo-3,4-dihydro-2,2,7-trimethyl-2H-1-benzopyran-4-one). RXN SMILES: [Br:1][C:2]1[C:3](O)=[C:4]([C:9](=[O:11])[CH3:10])[CH:5]=[C:6](C)[CH:7]=1.[CH3:13][C:14]([CH3:16])=[O:15].N1CCC[CH2:18]1.O>C1C=CC=CC=1>[Br:1][C:2]1[C:7]([CH3:18])=[CH:6][C:5]2[O:15][C:14]([CH3:16])([CH3:13])[CH2:10][C:9](=[O:11])[C:4]=2[CH:3]=1. Reported procedure: A mixture of the product of step b (48 g), acetone (31 ml) and pyrrolidine (21 ml) in dry benzene (500 ml) is stirred at room temperature for 3 h and then at reflux for 6 h with water formed being removed via a Dean-Stark apparatus. The cooled mixture is treated with HCl (200 ml, 2M), stirred for 10 min, basified with aqueous NaOH (1M) and extracted with CH2Cl2 (3×300 ml). The combined extracts are dried (K2CO3), filtered and the solvent is evaporated off under reduced pressure to yield the crud... The reactants are CCCc1nc2cc(NC(=O)OC(C)(C)C)ccc2n1CC(=O)OC(C)(C)C, Cl, C1COCCO1. The product is CCCc1nc2cc(N)ccc2n1CC(=O)OC(C)(C)C. Reaction SMILES: [C:1]([CH3:2])([CH3:3])([CH3:4])[O:5][C:6]([CH2:7][n:8]1[c:9]([CH2:25][CH2:26][CH3:27])[n:10][c:11]2[c:12]1[cH:13][cH:14][c:15]([NH:17][C:18]([O:19][C:20]([CH3:21])([CH3:22])[CH3:23])=[O:24])[cH:16]2)=[O:28].[ClH:29].[O:30]1[CH2:31][CH2:32][O:33][CH2:34][CH2:35]1>>[C:1]([CH3:2])([CH3:3])([CH3:4])[O:5][C:6]([CH2:7][n:8]1[c:9]([CH2:25][CH2:26][CH3:27])[n:10][c:11]2[c:12]1[cH:13][cH:14][c:15]([NH2:17])[cH:16]2)=[O:28]. The reactants are COC=1C=C(C=CC1OC)CCN1CC(C1)C(=O)C1=CC=C(C=C1)N1C=NC=C1 ([1-[2-(3,4-dimethoxyphenyl)ethyl]azetidin-3-yl][4-(1H-imidazol-yl)phenyl]methanone), [BH4-].[Na+] (sodium borohydride). Yields the product COC=1C=C(C=CC1OC)CCN1CC(C1)C(O)C1=CC=C(C=C1)N1C=NC=C1 (1-[2-(3,4-Dimethoxyphenyl)ethyl]-α-[4-(1H-imidazol-1-yl)-phenyl]azetidine-3-methanol). As a reaction SMILES: [CH3:1][O:2][C:3]1[CH:4]=[C:5]([CH2:11][CH2:12][N:13]2[CH2:16][CH:15]([C:17]([C:19]3[CH:24]=[CH:23][C:22]([N:25]4[CH:29]=[CH:28][N:27]=[CH:26]4)=[CH:21][CH:20]=3)=[O:18])[CH2:14]2)[CH:6]=[CH:7][C:8]=1[O:9][CH3:10].[BH4-].[Na+]>>[CH3:1][O:2][C:3]1[CH:4]=[C:5]([CH2:11][CH2:12][N:13]2[CH2:14][CH:15]([CH:17]([C:19]3[CH:24]=[CH:23][C:22]([N:25]4[CH:29]=[CH:28][N:27]=[CH:26]4)=[CH:21][CH:20]=3)[OH:18])[CH2:16]2)[CH:6]=[CH:7][C:8]=1[O:9][CH3:10] |f:1.2|. Reported procedure: In a manner similar to Example 27, react [1-[2-(3,4-dimethoxyphenyl)ethyl]azetidin-3-yl][4-(1H-imidazol-yl)phenyl]methanone with sodium borohydride to obtain the title compound. Starting materials: BrC1=NC=CC(=C1)CNC1=C(C(=O)NC2=CC(=CC=C2)C(F)(F)F)C=CC=C1 (2-[(2-bromo-pyridin-4-ylmethyl)-amino]-N-(3-trifluoromethyl-phenyl)-benzamide), CN(C)CCN (N,N-dimethyl-aminoethylamine). The solvent is N1=CC=CC=C1 (pyridine). Conditions: temperature 200 celsius. Product: CN(CCNC1=NC=CC(=C1)CNC1=C(C(=O)NC2=CC(=CC=C2)C(F)(F)F)C=CC=C1)C (2-{[2-(2-dimethylamino-ethylamino)-pyridin-4-ylmethyl]-amino}-N-(3-trifluoromethyl-phenyl)-benzamide). RXN SMILES: Br[C:2]1[CH:7]=[C:6]([CH2:8][NH:9][C:10]2[CH:28]=[CH:27][CH:26]=[CH:25][C:11]=2[C:12]([NH:14][C:15]2[CH:20]=[CH:19][CH:18]=[C:17]([C:21]([F:24])([F:23])[F:22])[CH:16]=2)=[O:13])[CH:5]=[CH:4][N:3]=1.[CH3:29][N:30]([CH2:32][CH2:33][NH2:34])[CH3:31]>N1C=CC=CC=1>[CH3:29][N:30]([CH3:31])[CH2:32][CH2:33][NH:34][C:2]1[CH:7]=[C:6]([CH2:8][NH:9][C:10]2[CH:28]=[CH:27][CH:26]=[CH:25][C:11]=2[C:12]([NH:14][C:15]2[CH:20]=[CH:19][CH:18]=[C:17]([C:21]([F:23])([F:24])[F:22])[CH:16]=2)=[O:13])[CH:5]=[CH:4][N:3]=1. Procedure details: 90 mg (0.2 mmol) of 2-[(2-bromo-pyridin-4-ylmethyl)-amino]-N-(3-trifluoromethyl-phenyl)-benzamide is dissolved in 3 ml of pyridine and mixed with 1 ml of N,N-dimethyl-aminoethylamine and heated in a pressure vessel for 5 hours to a bath temperature of 200° C. After cooling, it is concentrated by evaporation, and 90 mg of 2-{[2-(2-dimethylamino-ethylamino)-pyridin-4-ylmethyl]-amino}-N-(3-trifluoromethyl-phenyl)-benzamide is obtained. Starting materials: C(C=1C(N)=CC=CC1)(=O)OC (methyl anthranilate), C(CCC)N=C=O (n-butyl isocyanate). The solvent is O1CCCC1 (tetrahydrofuran). Conditions: time 2 day. The product is C(CCC)NC(NC1=C(C(=O)OC)C=CC=C1)=O (Methyl 2-(3-n-butylureido)-benzoate). RXN SMILES: [C:1]([O:10][CH3:11])(=[O:9])[C:2]1[C:3](=[CH:5][CH:6]=[CH:7][CH:8]=1)[NH2:4].[CH2:12]([N:16]=[C:17]=[O:18])[CH2:13][CH2:14][CH3:15]>O1CCCC1>[CH2:12]([NH:16][C:17](=[O:18])[NH:4][C:3]1[CH:5]=[CH:6][CH:7]=[CH:8][C:2]=1[C:1]([O:10][CH3:11])=[O:9])[CH2:13][CH2:14][CH3:15]. Procedure: To a solution of 13.55 gm of methyl anthranilate in 12 ml dry tetrahydrofuran, was added 8.9 ml of n-butyl isocyanate dropwise. The solution was stirred for 51/2 days and filtered. The filtrate was reduced to half of its original volume and further precipitated with hexane and filtered. The two residues were combined to yield the title compound as a white solid, m.p. 84°-85° C.; NMR(delta CDCl3): 0.79, 1.02 (m, 3H, CH3), 1.16-1.76 (m, 4H, CH2CH2), 3.27 (t, 2H, NCH2), 3.87 (s, 3H, OCH3), 4.82 (br... Yield: 86.0%. Yields the product C1(CCCCC1)NC1=C2N=CN(C2=NC=N1)C1[C@](C([C@H](O1)CO)(O)C)(C)F ((2R,4R)-5-(6-(cyclohexylamino)-9H-purin-9-yl)-4-fluoro-2-(hydroxymethyl)-3,4-dimethyltetrahydrofuran-3-ol). Run in N (ammonia). RXN SMILES: C([O:9][CH2:10][C@@H:11]1[C:15]([O:17]C(=O)C)([CH3:16])[C@:14]([F:22])([CH3:21])[CH:13]([N:23]2[CH:31]=[N:30][C:29]3[C:24]2=[N:25][CH:26]=[N:27][C:28]=3[NH:32][CH:33]2[CH2:38][CH2:37][CH2:36][CH2:35][CH2:34]2)[O:12]1)(=O)C1C=CC=CC=1.CO>N>[CH:33]1([NH:32][C:28]2[N:27]=[CH:26][N:25]=[C:24]3[C:29]=2[N:30]=[CH:31][N:23]3[CH:13]2[O:12][C@H:11]([CH2:10][OH:9])[C:15]([CH3:16])([OH:17])[C@:14]2([F:22])[CH3:21])[CH2:34][CH2:35][CH2:36][CH2:37][CH2:38]1. Reported procedure: A solution of ((2R,4R)-3-acetoxy-5-(6-(cyclohexylamino)-9H-purin-9-yl)-4-fluoro-3,4-dimethyltetrahydrofuran-2-yl)methyl benzoate (about 0.32 g, 0.60 mmol) in methanolic ammonia (25% w/w 15 ml) was stirred at room temperature for overnight. Completion of the reaction monitored by thin-layer chromatography and methanol was removed under reduced pressure then water added to the crude and extracted with ethyl acetate. The organic layer was dried over sodium sulphate, concentrated under reduced press... Starting materials: C(C1=CC=CC=C1)(=O)OC[C@H]1OC([C@](C1(C)OC(C)=O)(C)F)N1C2=NC=NC(=C2N=C1)NC1CCCCC1 (((2R,4R)-3-acetoxy-5-(6-(cyclohexylamino)-9H-purin-9-yl)-4-fluoro-3,4-dimethyltetrahydrofuran-2-yl)methyl benzoate), CO (methanol). Reactants: COc1ccc(N2CCCCC2)c2sc(NC(=O)c3ccnc(Br)c3)nc12, O=C([O-])[O-], CN1CCNCC1, [Cs+], [Cs+]. The product is COc1ccc(N2CCCCC2)c2sc(NC(=O)c3ccnc(N4CCN(C)CC4)c3)nc12. Reaction SMILES: [Br:1][c:2]1[cH:3][c:4]([C:5](=[O:6])[NH:7][c:8]2[s:9][c:10]3[c:11]([n:12]2)[c:13]([O:23][CH3:24])[cH:14][cH:15][c:16]3[N:17]2[CH2:18][CH2:19][CH2:20][CH2:21][CH2:22]2)[cH:25][cH:26][n:27]1.[C:28](=[O:29])([O-:30])[O-:31].[CH3:34][N:35]1[CH2:36][CH2:37][NH:38][CH2:39][CH2:40]1.[Cs+:32].[Cs+:33]>>[c:2]1([N:38]2[CH2:37][CH2:36][N:35]([CH3:34])[CH2:40][CH2:39]2)[cH:3][c:4]([C:5](=[O:6])[NH:7][c:8]2[s:9][c:10]3[c:11]([n:12]2)[c:13]([O:23][CH3:24])[cH:14][cH:15][c:16]3[N:17]2[CH2:18][CH2:19][CH2:20][CH2:21][CH2:22]2)[cH:25][cH:26][n:27]1. The reactants are [BH3-]C#N, CC(=O)O, CC(Cc1ccc(Cl)cc1Cl)=NO, [Na+]. Product: CC(Cc1ccc(Cl)cc1Cl)NO. Reaction SMILES: [C:14]([BH3-:15])#[N:16].[CH3:18][C:19](=[O:20])[OH:21].[Cl:1][c:2]1[c:3]([CH2:9][C:10]([CH3:11])=[N:12][OH:13])[cH:4][cH:5][c:6]([Cl:8])[cH:7]1.[Na+:17]>>[Cl:1][c:2]1[c:3]([CH2:9][CH:10]([CH3:11])[NH:12][OH:13])[cH:4][cH:5][c:6]([Cl:8])[cH:7]1. Reactants: CCOC(=O)Cl, ClCCl, Oc1ccccc1N1CCNCC1. The product is CN1CCN(c2ccccc2O)CC1. As a reaction SMILES: [Cl:1][C:2]([O:3][CH2:4][CH3:5])=[O:6].[Cl:20][CH2:21][Cl:22].[N:7]1([c:13]2[c:14]([OH:19])[cH:15][cH:16][cH:17][cH:18]2)[CH2:8][CH2:9][NH:10][CH2:11][CH2:12]1>>[CH3:2][N:10]1[CH2:9][CH2:8][N:7]([c:13]2[c:14]([OH:19])[cH:15][cH:16][cH:17][cH:18]2)[CH2:12][CH2:11]1.